Dataset: the Open Reaction Database (ORD), a public repository of structured organic reaction records. Task: describe an organic reaction: reactants, conditions, products, and yield The reactants are NC1=CC=C(C=C1)C1=C2C(=CN=C1)N(N=C2N)C (4-(4-Amino-phenyl)-1-methyl-1H-pyrazolo[3,4-c]pyridin-3-ylamine), N(=C=O)C1=CC(=CC=C1)C (1-isocyanato-3-methyl-benzene), FC1=C(C=C(C=C1)C)N=C=O (1-fluoro-2-isocyanato-4-methyl-benzene). Product: NC1=NN(C2=CN=CC(=C21)C2=CC=C(C=C2)NC(=O)NC2=CC(=CC=C2)C)C (N-[4-(3-amino-1-methyl-1H-pyrazolo[3,4-c]pyridin-4-yl)phenyl]-N′-(3-methylphenyl)urea). Reaction SMILES: [NH2:1][C:2]1[CH:7]=[CH:6][C:5]([C:8]2[CH:13]=[N:12][CH:11]=[C:10]3[N:14]([CH3:18])[N:15]=[C:16]([NH2:17])[C:9]=23)=[CH:4][CH:3]=1.[N:19]([C:22]1[CH:27]=[CH:26][CH:25]=[C:24]([CH3:28])[CH:23]=1)=[C:20]=[O:21].FC1C=CC(C)=CC=1N=C=O>>[NH2:17][C:16]1[C:9]2[C:10](=[CH:11][N:12]=[CH:13][C:8]=2[C:5]2[CH:4]=[CH:3][C:2]([NH:1][C:20]([NH:19][C:22]3[CH:27]=[CH:26][CH:25]=[C:24]([CH3:28])[CH:23]=3)=[O:21])=[CH:7][CH:6]=2)[N:14]([CH3:18])[N:15]=1. Procedure details: The title compound was prepared using the procedure described in Example 1E using the product from Example 6A and 1-isocyanato-3-methyl-benzene instead of the product from Example 1D and 1-fluoro-2-isocyanato-4-methyl-benzene. MS (ESI(+)) m/e 373 (M+H)+; 1H NMR (300 MHz, DMSO-D6) δ ppm 2.29 (s, 3H) 4.02 (s, 3H) 6.81 (d, J=7.12 Hz, 1H) 7.17 (t, J=7.80 Hz, 1H) 7.26 (d, J=8.14 Hz, 1H) 7.32 (s, 1H) 7.52 (d, J=8.82 Hz, 2H) 7.68 (d, J=8.82 Hz, 2H) 8.10 (s, 1H) 8.71 (s, 1H) 8.95 (s, 1H) 9.20 (s, 1H). The reactants are NC1=C(C=C(C(=C1)Br)C)S(=O)(=O)N (2-amino-4-bromo-5-methylbenzenesulfonamide), COC1=C(C=CC=C1)B(O)O (2-methoxyphenylboronic acid), C(=O)([O-])[O-].[Na+].[Na+] (Na2CO3). Reagents/catalysts: Cl[Pd]([P](C1=CC=CC=C1)(C2=CC=CC=C2)C3=CC=CC=C3)([P](C4=CC=CC=C4)(C5=CC=CC=C5)C6=CC=CC=C6)Cl (Pd(PPh3)2Cl2). Run in COCCOC (1,2-dimethoxyethane). Product: NC1=C(C=C(C(=C1)C1=C(C=CC=C1)OC)C)S(=O)(=O)N (2-amino-4-(2-methoxyphenyl)-5-methylbenzenesulfonamide). Yield: 90.0%. Reaction SMILES: [NH2:1][C:2]1[CH:7]=[C:6](Br)[C:5]([CH3:9])=[CH:4][C:3]=1[S:10]([NH2:13])(=[O:12])=[O:11].[CH3:14][O:15][C:16]1[CH:21]=[CH:20][CH:19]=[CH:18][C:17]=1B(O)O.C([O-])([O-])=O.[Na+].[Na+]>COCCOC.Cl[Pd](Cl)([P](C1C=CC=CC=1)(C1C=CC=CC=1)C1C=CC=CC=1)[P](C1C=CC=CC=1)(C1C=CC=CC=1)C1C=CC=CC=1>[NH2:1][C:2]1[CH:7]=[C:6]([C:17]2[CH:18]=[CH:19][CH:20]=[CH:21][C:16]=2[O:15][CH3:14])[C:5]([CH3:9])=[CH:4][C:3]=1[S:10]([NH2:13])(=[O:12])=[O:11] |f:2.3.4,^1:39,58|. Procedure details: 3-Bromo-4-methylaniline was transformed by Method B (The isomers were separated by fractional crystallization from MeOH) to give 2-amino-4-bromo-5-methylbenzenesulfonamide. A mixture of 2-amino-4-bromo-5-methylbenzenesulfonamide (100 mg, 0.38 mmol), 2-methoxyphenylboronic acid (76 mg, 0.50 mmol), Pd(PPh3)2Cl2 (13 mg, 5 mol %) in 1,2-dimethoxyethane (20 ml) and Na2CO3 (2M, 1 ml, 2 mmol) were refluxed under N2 for 4 h. The solvents were removed under reduced pressure and the residue was treated wi...